From a dataset of the Open Reaction Database (ORD), a public repository of structured organic reaction records. describe an organic reaction: reactants, conditions, products, and yield Reactants: solution, CCCC[N+](CCCC)(CCCC)CCCC.[F-] (TBAF), C1(CCCCC1)CC1=CN=C(N1S(N(C)C)(=O)=O)[Si](C)(C)C(C)(C)C (5-cyclohexylmethyl-2-tert-butyldimethylsilyl-1-dimethylsulfamoyl imidazole), C(C)(=O)OCC.CCCCCC (ethyl acetate hexane), C1(CCCCC1)CC1=CN=C(N1S(N(C)C)(=O)=O)[Si](C)(C)C(C)(C)C (5-cyclohexylmethyl-2-tert-butyldimethylsilyl-1-dimethylsulfamoyl imidazole). The solvent is C1CCOC1 (THF), C1CCOC1 (THF). Reaction conditions: temperature 0 celsius, time 8 hour. Product: C1(CCCCC1)CC1=CN=CN1S(N(C)C)(=O)=O (5-cyclohexylmethyl-1-dimethylsulfamoyl imidazole). Isolated yield 78.9%. As a reaction SMILES: [CH:1]1([CH2:7][C:8]2[N:12]([S:13](=[O:18])(=[O:17])[N:14]([CH3:16])[CH3:15])[C:11]([Si](C(C)(C)C)(C)C)=[N:10][CH:9]=2)[CH2:6][CH2:5][CH2:4][CH2:3][CH2:2]1.CCCC[N+](CCCC)(CCCC)CCCC.[F-].C(OCC)(=O)C.CCCCCC>C1COCC1>[CH:1]1([CH2:7][C:8]2[N:12]([S:13](=[O:18])(=[O:17])[N:14]([CH3:15])[CH3:16])[CH:11]=[N:10][CH:9]=2)[CH2:2][CH2:3][CH2:4][CH2:5][CH2:6]1 |f:1.2,3.4|. Procedure details: 2-Tert-butyldimethylsilyl-1-dimethylsulfamoyl imidazole (1) (4.1 g, 14.2 mmol) is taken up in 47 mL of anhydrous THF and cooled to −20° C. n-BuLi (8.9 mL, 14.2 mmol) is added dropwise to the solution of (1). The resultant solution is stirred at −20° C. for 45 min. Cyclohexylmethyl iodide (2) (3.14 g, 14 mmol) is then added dropwise to the reaction mixture. Then reaction is warmed to rt and stirred overnight. The next day the reaction is quenched with saturated ammonium chloride and diluted with ...